Dataset: the Open Reaction Database (ORD), a public repository of structured organic reaction records. Task: describe an organic reaction: reactants, conditions, products, and yield The reactants are CN(CCNC(=O)C1=NC=CC2=C(C=3N(C=4C=CC(=CC4C3C=C21)OC(C)=O)C)C)C (1-[(2-dimethylaminoethyl)aminocarbonyl]-5,6-dimethyl-9-acetoxy-6H-pyrido-[4,3-b]carbazole), ClC=1C=C(C(=O)OO)C=CC1 (3-chloroperoxybenzoic acid). Run in ClCCl (dichloromethane). Yields the product Cl.Cl.CN(CCNC(=O)C1=[N+](C=CC2=C(C=3N(C=4C=CC(=CC4C3C=C21)OC(C)=O)C)C)[O-])C (1-[(2-Dimethylaminoethyl)aminocarbonyl]-5,6-dimethyl-9-acetoxy-6H-pyrido[4,3-b]carbazole N-oxide dihydrochloride). RXN SMILES: [CH3:1][N:2]([CH3:31])[CH2:3][CH2:4][NH:5][C:6]([C:8]1[C:24]2[C:12](=[C:13]([CH3:30])[C:14]3[N:15]([CH3:29])[C:16]4[CH:17]=[CH:18][C:19]([O:25][C:26](=[O:28])[CH3:27])=[CH:20][C:21]=4[C:22]=3[CH:23]=2)[CH:11]=[CH:10][N:9]=1)=[O:7].[Cl:32]C1C=C(C=CC=1)C(OO)=[O:37]>ClCCl>[ClH:32].[ClH:32].[CH3:31][N:2]([CH3:1])[CH2:3][CH2:4][NH:5][C:6]([C:8]1[C:24]2[C:12](=[C:13]([CH3:30])[C:14]3[N:15]([CH3:29])[C:16]4[CH:17]=[CH:18][C:19]([O:25][C:26](=[O:28])[CH3:27])=[CH:20][C:21]=4[C:22]=3[CH:23]=2)[CH:11]=[CH:10][N+:9]=1[O-:37])=[O:7] |f:3.4.5|. Procedure: The reaction of 1-[(2-dimethylaminoethyl)aminocarbonyl]-5,6-dimethyl-9-acetoxy-6H-pyrido-[4,3-b]carbazole with 3-chloroperoxybenzoic acid in dichloromethane at room temperature results in the desired product, m.p.(cap): 120° C. (decomposition). The reactants are ClC1=C(C(=NC=C1)C(=COC)C1CC1)OC (2-(4-chloro-3-methoxy-2-pyridyl)-2-cyclopropyl-1-methoxyethene), C1CCOC1 (THF), S(O)(O)(=O)=O (sulfuric acid). The product is ClC1=C(C(=NC=C1)C(C=O)C1CC1)C (2-(4-chloro-3-methyl-2-pyridyl)-2-cyclopropylethanal). RXN SMILES: [Cl:1][C:2]1[CH:7]=[CH:6][N:5]=[C:4]([C:8]([CH:12]2[CH2:14][CH2:13]2)=[CH:9][O:10]C)[C:3]=1OC.S(=O)(=O)(O)O.[CH2:22]1COCC1>>[Cl:1][C:2]1[CH:7]=[CH:6][N:5]=[C:4]([CH:8]([CH:12]2[CH2:14][CH2:13]2)[CH:9]=[O:10])[C:3]=1[CH3:22]. Procedure: 1.02 g of 2-(4-chloro-3-methoxy-2-pyridyl)-2-cyclopropyl-1-methoxyethene (XI) was dissolved in 10 ml of THF and 10 ml of dilute sulfuric acid was added to the resulting mixture and the resulting mixture was concentrated at 50° C. under reduced pressure. The resulting mixture was poured into water and neutralized with saturated sodium bicarbonate solution, and thereafter, extracted with chloroform. The resulting organic layer was washed with saturated salt water, and thereafter, dried over anhydr... Starting materials: Br, COC(=O)N1CCC(c2cc(=O)[nH]o2)CC1Cc1cc(F)c(F)c(F)c1. Product: O=c1cc(C2CCNC(Cc3cc(F)c(F)c(F)c3)C2)o[nH]1. As a reaction SMILES: [BrH:27].[O:1]=[c:2]1[nH:3][o:4][c:5]([CH:7]2[CH2:8][CH:9]([CH2:17][c:18]3[cH:19][c:20]([F:26])[c:21]([F:25])[c:22]([F:24])[cH:23]3)[N:10]([C:13]([O:14][CH3:15])=[O:16])[CH2:11][CH2:12]2)[cH:6]1>>[O:1]=[c:2]1[nH:3][o:4][c:5]([CH:7]2[CH2:8][CH:9]([CH2:17][c:18]3[cH:19][c:20]([F:26])[c:21]([F:25])[c:22]([F:24])[cH:23]3)[NH:10][CH2:11][CH2:12]2)[cH:6]1.